This data is from the Open Reaction Database (ORD), a public repository of structured organic reaction records. The task is: describe an organic reaction: reactants, conditions, products, and yield Reactants: Cc1cc(C(N)=O)nn1C, O=P(Cl)(Cl)Cl. Product: Cc1cc(C#N)nn1C. RXN SMILES: [CH3:1][n:2]1[n:3][c:4]([C:8](=[O:9])[NH2:10])[cH:5][c:6]1[CH3:7].[P:11]([Cl:12])([Cl:13])([Cl:14])=[O:15]>>[CH3:1][n:2]1[n:3][c:4]([C:8]#[N:10])[cH:5][c:6]1[CH3:7].